This data is from the Open Reaction Database (ORD), a public repository of structured organic reaction records. The task is: describe an organic reaction: reactants, conditions, products, and yield The reactants are C(C)(C)(C)C=1N=C(C2=C(N1)N(N=N2)CC)N2CC(CC2)(F)F (5-tert-Butyl-7-(3,3-difluoro-pyrrolidin-1-yl)-3-ethyl-3H-[1,2,3]triazolo[4,5-d]pyrimidine), C(C)(C)(C)C=1N=C(C2=C(N1)NN=N2)N2CC(CC2)(F)F (5-tert-butyl-7-(3,3-difluoropyrrolidin-1-yl)-3H-[1,2,3]triazolo[4,5-d]pyrimidine), Br.BrCC(=O)C1=NC=CC=C1 (2-bromo-1-(pyridin-2-yl)ethanone hydrobromide). Product: C(C)(C)(C)C=1N=C(C2=C(N1)N(N=N2)CC(=O)C2=NC=CC=C2)N2CC(CC2)(F)F (2-[5-tert-Butyl-7-(3,3-difluoro-pyrrolidin-1-yl)-[1,2,3]triazolo[4,5-d]pyrimidin-3-yl]-1-pyridin-2-yl-ethanone). RXN SMILES: C(C1N=C(N2CCC(F)(F)C2)C2N=NN(CC)C=2N=1)(C)(C)C.[C:23]([C:27]1[N:28]=[C:29]([N:36]2[CH2:40][CH2:39][C:38]([F:42])([F:41])[CH2:37]2)[C:30]2[N:35]=[N:34][NH:33][C:31]=2[N:32]=1)([CH3:26])([CH3:25])[CH3:24].Br.Br[CH2:45][C:46]([C:48]1[CH:53]=[CH:52][CH:51]=[CH:50][N:49]=1)=[O:47]>>[C:23]([C:27]1[N:28]=[C:29]([N:36]2[CH2:40][CH2:39][C:38]([F:41])([F:42])[CH2:37]2)[C:30]2[N:35]=[N:34][N:33]([CH2:45][C:46]([C:48]3[CH:53]=[CH:52][CH:51]=[CH:50][N:49]=3)=[O:47])[C:31]=2[N:32]=1)([CH3:26])([CH3:24])[CH3:25] |f:2.3|. Procedure: In analogy to the procedure described for the synthesis of 5-tert-butyl-7-(3,3-difluoropyrrolidin-1-yl)-3-ethyl-3H-[1,2,3]triazolo[4,5-d]pyrimidine (example 61), the title compound was prepared from 5-tert-butyl-7-(3,3-difluoropyrrolidin-1-yl)-3H-[1,2,3]triazolo[4,5-d]pyrimidine and 2-bromo-1-(pyridin-2-yl)ethanone hydrobromide and isolated as dark-brown solid. MS (m/e): 402.3 (MH+). Reactants: C(#C)C=1C=NC=CC1 (3-ethynyl pyridine), BrC1=C2/C(/C(NC2=CC=C1)=O)=C/C=1NC=CC1OC ((Z)-4-bromo-1,3-dihydro-3-[(3-methoxy-1H-pyrrol-2-yl)methylene]-2H-indol-2-one), BrC1=C2/C(/C(NC2=CC=C1)=O)=C/C=1NC=CC1OC ((Z)-4-bromo-1,3-dihydro-3-[(3-methoxy-1H-pyrrol-2-yl)methylene]-2H-indol-2-one). The reagents and catalysts are [Cu]I (CuI), C=1C=CC(=CC1)[P](C=2C=CC=CC2)(C=3C=CC=CC3)[Pd]([P](C=4C=CC=CC4)(C=5C=CC=CC5)C=6C=CC=CC6)([P](C=7C=CC=CC7)(C=8C=CC=CC8)C=9C=CC=CC9)[P](C=1C=CC=CC1)(C=1C=CC=CC1)C=1C=CC=CC1 ((Ph3P)4Pd). Solvent: CCN(CC)CC (Et3N), CN(C)C=O (DMF). Yields the product COC1=C(NC=C1)\C=C\1/C(NC2=CC=CC(=C12)C#CC=1C=NC=CC1)=O ((Z)-1,3-dihydro-3-[(3-methoxy-1H-pyrrol-2-yl)methylene]-4-[(3-pyridinyl)ethynyl]-2H-indol-2-one). As a reaction SMILES: [C:1]([C:3]1[CH:4]=[N:5][CH:6]=[CH:7][CH:8]=1)#[CH:2].Br[C:10]1[CH:18]=[CH:17][CH:16]=[C:15]2[C:11]=1/[C:12](=[CH:20]/[C:21]1[NH:22][CH:23]=[CH:24][C:25]=1[O:26][CH3:27])/[C:13](=[O:19])[NH:14]2>C1C=CC([P]([Pd]([P](C2C=CC=CC=2)(C2C=CC=CC=2)C2C=CC=CC=2)([P](C2C=CC=CC=2)(C2C=CC=CC=2)C2C=CC=CC=2)[P](C2C=CC=CC=2)(C2C=CC=CC=2)C2C=CC=CC=2)(C2C=CC=CC=2)C2C=CC=CC=2)=CC=1.[Cu]I.CN(C=O)C.CCN(CC)CC>[CH3:27][O:26][C:25]1[CH:24]=[CH:23][NH:22][C:21]=1/[CH:20]=[C:12]1\[C:13](=[O:19])[NH:14][C:15]2[C:11]\1=[C:10]([C:2]#[C:1][C:3]1[CH:4]=[N:5][CH:6]=[CH:7][CH:8]=1)[CH:18]=[CH:17][CH:16]=2 |^1:31,33,52,71|. Reported procedure: Using Method D above, 3-ethynyl pyridine (60.6 mg, 0.59 mmol) (see below) was coupled with (Z)-4-bromo-1,3-dihydro-3-[(3-methoxy-1H-pyrrol-2-yl)methylene]-2H-indol-2-one (75 mg, 0.23 mmol) (Starting Material 1) using (Ph3P)4Pd (13.3 mg) (Aldrich) and CuI (3 mg) (Aldrich) as catalyst in DMF (4 mL) and Et3N (4 mL) as solvent at 100° C. for 18 h, to yield (Z)-1,3-dihydro-3-[(3-methoxy-1H-pyrrol-2-yl)methylene]-4-[(3-pyridinyl)ethynyl]-2H-indol-2-one. (Yield 52 mg, 66%). The reactants are CC(C)=O, O, O=C(NC1N=C(c2ccccc2)c2ccccc2N(CCOC2CCCCO2)C1=O)c1cc2ccccc2[nH]1. The product is O=C(NC1N=C(c2ccccc2)c2ccccc2N(CCO)C1=O)c1cc2ccccc2[nH]1. As a reaction SMILES: [CH3:41][C:42](=[O:43])[CH3:44].[OH2:40].[nH:1]1[c:2]([C:10](=[O:11])[NH:12][CH:13]2[C:14](=[O:39])[N:15]([CH2:30][CH2:31][O:32][CH:33]3[CH2:34][CH2:35][CH2:36][CH2:37][O:38]3)[c:16]3[c:17]([cH:26][cH:27][cH:28][cH:29]3)[C:18]([c:20]3[cH:21][cH:22][cH:23][cH:24][cH:25]3)=[N:19]2)[cH:3][c:4]2[cH:5][cH:6][cH:7][cH:8][c:9]12>>[nH:1]1[c:2]([C:10](=[O:11])[NH:12][CH:13]2[C:14](=[O:39])[N:15]([CH2:30][CH2:31][OH:32])[c:16]3[c:17]([cH:26][cH:27][cH:28][cH:29]3)[C:18]([c:20]3[cH:21][cH:22][cH:23][cH:24][cH:25]3)=[N:19]2)[cH:3][c:4]2[cH:5][cH:6][cH:7][cH:8][c:9]12. Reactants: OC=1C=C2C=CN=CC2=CC1 (6-hydroxy isoquinoline), CN1C2CCC1CC(C2)O (tropine), C1(=CC=CC=C1)P(C1=CC=CC=C1)C1=CC=CC=C1 (triphenyl phosphine), N(=NC(=O)OCC)C(=O)OCC (diethyl azodicarboxylate). The solvent is C(C)N(CC)CC (triethyl amine), ClCCl (dichloromethane). Run at time 20 minute. The product is CN1C2CC(CC1CC2)OC=2C=C1C=CN=CC1=CC2 (6-(8-Methyl-8-aza-bicyclo[3.2.1]oct-3-yloxy)-isoquinoline). The yield is 18.0%. Reaction SMILES: C1(P(C2C=CC=CC=2)C2C=CC=CC=2)C=CC=CC=1.N(C(OCC)=O)=NC(OCC)=O.[OH:32][C:33]1[CH:34]=[C:35]2[C:40](=[CH:41][CH:42]=1)[CH:39]=[N:38][CH:37]=[CH:36]2.[CH3:43][N:44]1[CH:48]2[CH2:49][CH:50](O)[CH2:51][CH:45]1[CH2:46][CH2:47]2>ClCCl.C(N(CC)CC)C>[CH3:43][N:44]1[CH:48]2[CH2:47][CH2:46][CH:45]1[CH2:51][CH:50]([O:32][C:33]1[CH:34]=[C:35]3[C:40](=[CH:41][CH:42]=1)[CH:39]=[N:38][CH:37]=[CH:36]3)[CH2:49]2. Procedure: 625 mg of triphenyl phosphine were dissolved in 20 mL of dry dichloromethane, 0.095 mL of diethyl azodicarboxylate were added and the solution was shaken for 20 minutes. 69 μL of triethyl amine, 72.6 mg of 6-hydroxy isoquinoline and 67.1 mg of tropine were added and the mixture was shaken overnight. The reaction mixture was filtered, the remainders washed thoroughly with dichloromethane and the combined organic layer was extracted twice with 1N sodium hydroxide and water, respectively. The organ...